Dataset: the Open Reaction Database (ORD), a public repository of structured organic reaction records. Task: describe an organic reaction: reactants, conditions, products, and yield Reactants: C(C)N(CCCN1N=C(C2=C(C=CC=C12)Cl)N)CC (1-(3-diethylaminopropyl)-3-amino-4-chloroindazole), Br.BrCCCN(CC)CC (3-bromopropyldiethylamine hydrobromide), NC1=NNC2=CC=CC(=C12)Cl (3-amino-4-chloroindazole), Br.BrCCCN1CCCC1 (3-bromopropylpyrrolidine hydrobromide), NC1=NNC2=CC=C(C=C12)Cl (3-amino-5-chloroindazole). Product: N1(CCCC1)CCCN1N=C(C2=CC(=CC=C12)Cl)N (1-(3-pyrrolidinopropyl)-3-amino-5-chloroindazole). RXN SMILES: [CH2:1]([N:3]([CH2:18][CH3:19])[CH2:4][CH2:5][CH2:6][N:7]1[C:15]2[C:10](=[C:11](Cl)[CH:12]=[CH:13][CH:14]=2)[C:9]([NH2:17])=[N:8]1)[CH3:2].Br.BrCCCN1CCCC1.NC1C2C(=CC=C([Cl:40])C=2)NN=1.Br.BrCCCN(CC)CC.NC1C2C(=CC=CC=2Cl)NN=1>>[N:3]1([CH2:4][CH2:5][CH2:6][N:7]2[C:15]3[C:10](=[CH:11][C:12]([Cl:40])=[CH:13][CH:14]=3)[C:9]([NH2:17])=[N:8]2)[CH2:18][CH2:19][CH2:2][CH2:1]1 |f:1.2,4.5|. Reported procedure: The same procedures for preparing 1-(3-diethylaminopropyl)-3-amino-4-chloroindazole as described in Example 89 were repeated except that 4.78 g of 3-bromopropylpyrrolidine hydrobromide and 5.66 g of 3-amino-5-chloroindazole were employed instead of the 3-bromopropyldiethylamine hydrobromide and the 3-amino-4-chloroindazole, respectively. As a result, 4.98 g of 1-(3-pyrrolidinopropyl)-3-amino-5-chloroindazole was obtained. Reactants: CC(=O)n1ncc2c(Br)cccc21, CO, Cl. Yields the product Brc1cccc2[nH]ncc12. As a reaction SMILES: [Br:1][c:2]1[c:3]2[cH:4][n:5][n:6]([C:11](=[O:12])[CH3:13])[c:7]2[cH:8][cH:9][cH:10]1.[CH3:15][OH:16].[ClH:14]>>[Br:1][c:2]1[c:3]2[cH:4][n:5][nH:6][c:7]2[cH:8][cH:9][cH:10]1. As a reaction SMILES: [N+:1](/[CH:4]=[CH:5]/[NH:6][C:7]1[CH:12]=[CH:11][C:10]([C:13]2[CH:18]=[CH:17][CH:16]=[CH:15][CH:14]=2)=[CH:9][C:8]=1[C:19]([OH:21])=O)([O-:3])=[O:2].C([O-])(=O)C.[K+].C(OC(=O)C)(=O)C>>[N+:1]([C:4]1[CH:5]=[N:6][C:7]2[C:8]([C:19]=1[OH:21])=[CH:9][C:10]([C:13]1[CH:18]=[CH:17][CH:16]=[CH:15][CH:14]=1)=[CH:11][CH:12]=2)([O-:3])=[O:2] |f:1.2|. Procedure: The title compound is prepared in analogy to Example 19b, starting from 1 g (3.518 mmol) of 4-((E)-2-nitro-vinylamino)-biphenyl-3-carboxylic acid (Example 53b), 0.418 g (4.25 mmol) potassium acetate, and 7.8 ml acetic anhydride. mp: 298° C. (dec.); MS: 265 (M+−1); HPLC: tret=8.97 min (Grad 1). Yields the product [N+](=O)([O-])C=1C=NC2=CC=C(C=C2C1O)C1=CC=CC=C1 (3-Nitro-6-phenyl-quinolin-4-ol). The reactants are [N+](=O)([O-])/C=C/NC1=C(C=C(C=C1)C1=CC=CC=C1)C(=O)O (4-((E)-2-Nitro-vinylamino)-biphenyl-3-carboxylic acid), C(C)(=O)[O-].[K+] (potassium acetate), C(C)(=O)OC(C)=O (acetic anhydride). Starting materials: [Na+].ClC1=CC=C(C=N1)S(=O)[O-] (6-chloro-pyridine-3-sulfinic acid sodium salt), N1=CC=CC=C1 (Pyridine), BrC(C(=O)OCC)(C)C (ethyl α-bromoisobutyrate). The solvent is CN(C)C=O (DMF). Run at temperature 50 celsius, time 18 hour. The product is C(C)OC(C(C)(C)S(=O)(=O)C=1C=NC(=CC1)Cl)=O (2-(6-chloropyridine-3-sulfonyl)-2-methyl-propionic acid ethyl ester). RXN SMILES: [Na+].[Cl:2][C:3]1[N:8]=[CH:7][C:6]([S:9]([O-:11])=[O:10])=[CH:5][CH:4]=1.N1C=CC=CC=1.Br[C:19]([CH3:26])([CH3:25])[C:20]([O:22][CH2:23][CH3:24])=[O:21]>CN(C=O)C>[CH2:23]([O:22][C:20](=[O:21])[C:19]([S:9]([C:6]1[CH:7]=[N:8][C:3]([Cl:2])=[CH:4][CH:5]=1)(=[O:11])=[O:10])([CH3:26])[CH3:25])[CH3:24] |f:0.1|. Procedure: The crude 6-chloro-pyridine-3-sulfinic acid sodium salt (4.7 mmol) was suspended in DMF (20 mL). Pyridine (0.8 mL) and ethyl α-bromoisobutyrate (1 mL) were added. The reaction was stirred at 50° C. under nitrogen for 18 h. The reaction mixture was partitioned between diethyl ether (100 mL) and water (50 mL). The organic layer was washed with brine (50 mL) and dried over Na2SO4. Filtration, concentration under reduced pressure, followed by column chromatography (silica, eluent heptanes, 0-25% eth... Starting materials: Cl (hydrochloric acid), O (water), ice, O (water), C(C)(=O)OCC (ethyl acetate), C(C)(C)(C)C1=CC=C(C=C1)C1(CCC2(OCCO2)CC1)O (8-[4-(tert-butyl)phenyl]-1,4-dioxaspiro[4.5]decane-8-ol). Solvent: O1CCCC1 (tetrahydrofuran). Reaction conditions: time 2 hour. The product is C(C)(C)(C)C1=CC=C(C=C1)C1(CCC(CC1)=O)O (4-[4-(tert-butyl)phenyl]-4-hydroxy-1-cyclohexanone). Yield: 71.8%. As a reaction SMILES: [C:1]([C:5]1[CH:10]=[CH:9][C:8]([C:11]2([OH:21])[CH2:20][CH2:19][C:14]3(OCC[O:15]3)[CH2:13][CH2:12]2)=[CH:7][CH:6]=1)([CH3:4])([CH3:3])[CH3:2].Cl.O.C(OCC)(=O)C>O1CCCC1>[C:1]([C:5]1[CH:10]=[CH:9][C:8]([C:11]2([OH:21])[CH2:12][CH2:13][C:14](=[O:15])[CH2:19][CH2:20]2)=[CH:7][CH:6]=1)([CH3:4])([CH3:2])[CH3:3]. Reported procedure: In 10 ml of tetrahydrofuran was dissolved 1.10 g of 8-[4-(tert-butyl)phenyl]-1,4-dioxaspiro[4.5]decane-8-ol. Then, 5.00 ml of 6 mol/L hydrochloric acid and 5.00 ml of water were added at an ice-cooled temperature and the resulting mixture was stirred at ambient temperature for 2 hours. The reaction mixture was poured into a mixture of water and ethyl acetate, and the organic layer was separated. The organic layer was washed successively with water and saturated aqueous solution of sodium chlorid... Starting materials: O (water), [NH2-].[Na+] (sodium amide), C1(=CC=CC2=CC=CC=C12)CC#N (1-naphthylacetonitrile), ClCCN(CC)CC (2-chlorodiethylaminoethane). Run in C1=CC=CC=C1 (benzene). Product: C(C)N(CC)CCC(C#N)C1=CC=CC2=CC=CC=C12 (4-(N,N-diethylamino)-2-(1-naphthyl)butyronitrile). Reaction SMILES: [NH2-].[Na+].[C:3]1([CH2:13][C:14]#[N:15])[C:12]2[C:7](=[CH:8][CH:9]=[CH:10][CH:11]=2)[CH:6]=[CH:5][CH:4]=1.Cl[CH2:17][CH2:18][N:19]([CH2:22][CH3:23])[CH2:20][CH3:21].O>C1C=CC=CC=1>[CH2:18]([N:19]([CH2:22][CH2:23][CH:13]([C:3]1[C:12]2[C:7](=[CH:8][CH:9]=[CH:10][CH:11]=2)[CH:6]=[CH:5][CH:4]=1)[C:14]#[N:15])[CH2:20][CH3:21])[CH3:17] |f:0.1|. Reported procedure: 7 g of sodium amide are added in small quantities to 27.11 g of 1-naphthylacetonitrile in 210 ml of anhydrous benzene. The mixture is heated for 2 hours to reflux and 22 g of 2-chlorodiethylaminoethane are added, the heating being continued to reflux for another two and a half hours. Then, the mixture is cooled and 200 ml of water are added. After decanting, the organic phase is extracted by HCl at 10%. The aqueous phase is washed in ether, neutralized with NaOH at 10%, then extracted with ether... Starting materials: C(C)OC(=O)C=1N=CN(C1C)C1=C(C=CC(=C1)F)[N+](=O)[O-] (4-ethoxycarbonyl-5-methyl-1-(2-nitro-5-fluorophenyl)-1H-imidazole), N1C=NC=C1 (imidazole), C([O-])([O-])=O.[K+].[K+] (potassium carbonate). The solvent is C(C)#N (acetonitrile). Reaction conditions: temperature 80 celsius, time 16 hour. Yields the product C(C)OC(=O)C=1N=CN(C1C)C1=C(C=CC(=C1)N1C=NC=C1)[N+](=O)[O-] (4-ethoxycarbonyl-5-methyl-1-(2-nitro-5-(1-imidazolyl) phenyl)-1H-imidazole). Isolated yield 60.8%. RXN SMILES: [CH2:1]([O:3][C:4]([C:6]1[N:7]=[CH:8][N:9]([C:12]2[CH:17]=[C:16](F)[CH:15]=[CH:14][C:13]=2[N+:19]([O-:21])=[O:20])[C:10]=1[CH3:11])=[O:5])[CH3:2].[NH:22]1[CH:26]=[CH:25][N:24]=[CH:23]1.C(=O)([O-])[O-].[K+].[K+]>C(#N)C>[CH2:1]([O:3][C:4]([C:6]1[N:7]=[CH:8][N:9]([C:12]2[CH:17]=[C:16]([N:22]3[CH:26]=[CH:25][N:24]=[CH:23]3)[CH:15]=[CH:14][C:13]=2[N+:19]([O-:21])=[O:20])[C:10]=1[CH3:11])=[O:5])[CH3:2] |f:2.3.4|. Reported procedure: A mixture of 4-ethoxycarbonyl-5-methyl-1-(2-nitro-5-fluorophenyl)-1H-imidazole (20.0 g, 68 mmol), imidazole (4.7 g, 69 mmol), potassium carbonate (9.5 g, 69 mmol) and acetonitrile (150 ml) was stirred at 80° C. for 16 h. The solvent was removed under reduced pressure and the residue dissolved in ethyl acetate and washed twice with water. The organic phase was dried (MgSO4), filtered and evaporated in vacuo to give 14.1 g (61%) of 4-ethoxycarbonyl-5-methyl-1-(2-nitro-5-(1-imidazolyl) phenyl)-1H-i...